This data is from the Open Reaction Database (ORD), a public repository of structured organic reaction records. The task is: describe an organic reaction: reactants, conditions, products, and yield Starting materials: FC=1C=C(C=CC1)N1C(=NC2=C1C=CC=C2)CCl (1-(3-fluorophenyl)-2-chloromethylbenzimidazole), NC1=CC=NC=C1 (4-aminopyridine). The solvent is C(C)O (ethanol). Product: FC=1C=C(C=CC1)N1C(=NC2=C1C=CC=C2)CNC2=CC=NC=C2 (1-(3-fluorophenyl)-2-(4-pyridylaminomethyl)benzimidazole). Yield: 20.5%. As a reaction SMILES: [F:1][C:2]1[CH:3]=[C:4]([N:8]2[C:12]3[CH:13]=[CH:14][CH:15]=[CH:16][C:11]=3[N:10]=[C:9]2[CH2:17]Cl)[CH:5]=[CH:6][CH:7]=1.[NH2:19][C:20]1[CH:25]=[CH:24][N:23]=[CH:22][CH:21]=1>C(O)C>[F:1][C:2]1[CH:3]=[C:4]([N:8]2[C:12]3[CH:13]=[CH:14][CH:15]=[CH:16][C:11]=3[N:10]=[C:9]2[CH2:17][NH:19][C:20]2[CH:25]=[CH:24][N:23]=[CH:22][CH:21]=2)[CH:5]=[CH:6][CH:7]=1. Procedure details: A ethanol (8 ml) solution of 1-(3-fluorophenyl)-2-chloromethylbenzimidazole (1.0 g, 4 mmol) prepared in the preceding step (b) and 4-aminopyridine (1.3 g, 7.4 mmol) was refluxed for 1.5 hours. The reaction mixture was concentrated in vacuo and crystallized from acetone and recrystallized from ethanol-acetone, then the objective compound (0.3 g, 0.82 mmol) was obtained. Starting materials: ClC1=C2C(=NC=C1C=O)N(C=C2)[Si](C(C)C)(C(C)C)C(C)C (4-chloro-1-triisopropylsilanyl-1H-pyrrolo[2,3-b]pyridine-5-carbaldehyde), C(C)N (ethyl amine). Solvent: COC(C)O (methoxyethanol). Reaction conditions: temperature 120 celsius, time 8 hour. The product is C(C)NC1=C2C(=NC=C1C=O)NC=C2 (4-Ethylamino-1H-pyrrolo[2,3-b]pyridine-5-carbaldehyde). RXN SMILES: Cl[C:2]1[C:7]([CH:8]=[O:9])=[CH:6][N:5]=[C:4]2[N:10]([Si](C(C)C)(C(C)C)C(C)C)[CH:11]=[CH:12][C:3]=12.[CH2:23]([NH2:25])[CH3:24]>COC(O)C>[CH2:23]([NH:25][C:2]1[C:7]([CH:8]=[O:9])=[CH:6][N:5]=[C:4]2[NH:10][CH:11]=[CH:12][C:3]=12)[CH3:24]. Procedure details: A mixture of 4-chloro-1-triisopropylsilanyl-1H-pyrrolo[2,3-b]pyridine-5-carbaldehyde (1 g, 2.97 mmol), ethyl amine (70 wt. % solution in water, 8 mL, 100 mmol) in methoxyethanol (4 mL) is heated at 120° C. in a sealed tube. After overnight, the reaction mixture is cooled to room temperature and concentrated. The residue is dissolved in HCl solution (1N, 20 mL) and heated at 50° C. After stirring for 1.5 hours, the reaction mixture is basified with saturated sodium bicarbonate solution to pH=8. T... The reactants are COc1ccc2cc(C(O)(c3c[nH]cn3)C(C)C)ccc2c1C(C)O[Si](C)(C)C(C)(C)C, C1CCOC1, CCCC[N+](CCCC)(CCCC)CCCC, [F-]. Product: COc1ccc2cc(C(O)(c3c[nH]cn3)C(C)C)ccc2c1C(C)O. RXN SMILES: [C:1]([Si:2]([CH3:3])([CH3:4])[O:6][CH:7]([CH3:8])[c:9]1[c:10]2[cH:11][cH:12][c:13]([C:21]([CH:22]([CH3:23])[CH3:24])([OH:25])[c:26]3[n:27][cH:28][nH:29][cH:30]3)[cH:14][c:15]2[cH:16][cH:17][c:18]1[O:19][CH3:20])([CH3:5])([CH3:31])[CH3:32].[CH2:51]1[O:52][CH2:53][CH2:54][CH2:55]1.[CH3:34][CH2:35][CH2:36][CH2:37][N+:38]([CH2:39][CH2:40][CH2:41][CH3:42])([CH2:43][CH2:44][CH2:45][CH3:46])[CH2:47][CH2:48][CH2:49][CH3:50].[F-:33]>>[OH:6][CH:7]([CH3:8])[c:9]1[c:10]2[cH:11][cH:12][c:13]([C:21]([CH:22]([CH3:23])[CH3:24])([OH:25])[c:26]3[n:27][cH:28][nH:29][cH:30]3)[cH:14][c:15]2[cH:16][cH:17][c:18]1[O:19][CH3:20]. The reactants are C1COCCN1, COC(=O)c1ccc2nc(-c3c(C)cc(OS(=O)(=O)C(F)(F)F)cc3C)[nH]c2c1, Cc1ccccc1, CCCCCCC, [K+], [K+], [K+], O=C(C=Cc1ccccc1)C=Cc1ccccc1, O=C(C=Cc1ccccc1)C=Cc1ccccc1, O=C(C=Cc1ccccc1)C=Cc1ccccc1, O, O=P([O-])([O-])[O-], [Pd], [Pd]. The product is COC(=O)c1ccc2nc(-c3c(C)cc(N4CCOCC4)cc3C)[nH]c2c1. RXN SMILES: [CH2:30]1[CH2:31][O:32][CH2:33][CH2:34][NH:35]1.[CH3:1][O:2][C:3](=[O:4])[c:5]1[cH:6][c:7]2[c:8]([n:9][c:10](-[c:12]3[c:13]([CH3:27])[cH:14][c:15]([O:19][S:20]([C:21]([F:22])([F:23])[F:24])(=[O:25])=[O:26])[cH:16][c:17]3[CH3:18])[nH:11]2)[cH:28][cH:29]1.[CH3:44][c:45]1[cH:46][cH:47][cH:48][cH:49][cH:50]1.[CH3:52][CH2:53][CH2:54][CH2:55][CH2:56][CH2:57][CH3:58].[K+:41].[K+:42].[K+:43].[O:61]=[C:62]([CH:63]=[CH:64][c:65]1[cH:66][cH:67][cH:68][cH:69][cH:70]1)[CH:71]=[CH:72][c:73]1[cH:74][cH:75][cH:76][cH:77][cH:78]1.[O:79]=[C:80]([CH:81]=[CH:82][c:83]1[cH:84][cH:85][cH:86][cH:87][cH:88]1)[CH:89]=[CH:90][c:91]1[cH:92][cH:93][cH:94][cH:95][cH:96]1.[O:97]=[C:98]([CH:99]=[CH:100][c:101]1[cH:102][cH:103][cH:104][cH:105][cH:106]1)[CH:107]=[CH:108][c:109]1[cH:110][cH:111][cH:112][cH:113][cH:114]1.[OH2:51].[P:36]([O-:37])([O-:38])([O-:39])=[O:40].[Pd:59].[Pd:60]>>[CH3:1][O:2][C:3](=[O:4])[c:5]1[cH:6][c:7]2[c:8]([n:9][c:10](-[c:12]3[c:13]([CH3:27])[cH:14][c:15]([N:35]4[CH2:30][CH2:31][O:32][CH2:33][CH2:34]4)[cH:16][c:17]3[CH3:18])[nH:11]2)[cH:28][cH:29]1. Starting materials: c1ccc2c(c1)CCN2, Cc1ccccc1, O=CO. Yields the product O=CN1CCc2ccccc21. Reaction SMILES: [CH2:1]1[CH2:2][c:3]2[cH:4][cH:5][cH:6][cH:7][c:8]2[NH:9]1.[CH3:13][c:14]1[cH:15][cH:16][cH:17][cH:18][cH:19]1.[CH:10](=[O:11])[OH:12]>>[CH2:1]1[CH2:2][c:3]2[cH:4][cH:5][cH:6][cH:7][c:8]2[N:9]1[CH:10]=[O:11]. Reactants: C(\C=C\C(=O)OCC=C)(=O)OCC=C (diallyl fumarate), CCC(=O)OO (perpropionic acid), C1=CC=CC=C1 (benzene), C(\C=C\C(=O)OCC=C)(=O)OCC=C (diallyl fumarate). Product: C(\C=C\C(=O)OCC1CO1)(=O)OCC=C (Allyl glycidyl fumarate). Reaction SMILES: [C:1]([O:11][CH2:12][CH:13]=[CH2:14])(=[O:10])/[CH:2]=[CH:3]/[C:4]([O:6][CH2:7][CH:8]=[CH2:9])=[O:5].CCC(OO)=[O:18].C1C=CC=CC=1>>[C:4]([O:6][CH2:7][CH:8]=[CH2:9])(=[O:5])/[CH:3]=[CH:2]/[C:1]([O:11][CH2:12][CH:13]1[O:18][CH2:14]1)=[O:10]. Procedure details: 9.8 kg (50 mol) of diallyl fumarate were reacted with 26.18 kg of a 22% strength solution of perpropionic acid in benzene (64 mol) at 60° C. in a manner analogous to that described in Example 1. After a reaction time of 6.8 hours, a percarboxylic acid conversion of 96.8% resulted. The conversion of diallyl fumarate was 90%. Allyl glycidyl fumarate was formed with a selectivity of 46.2% and diglycidyl fumarate was formed with a selectivity of 42.3%, in each case based on the diallyl fumarate reac... Reactants: C(C)(C)(C)N1N=C(C=C1C1=CC=C(C=C1)Cl)CCC=O (3-(1-tert-butyl-5-(4-chlorophenyl)-1H-pyrazol-3-yl)propanal), [BH-](OC(=O)C)(OC(=O)C)OC(=O)C.[Na+] (NaBH(OAc)3), CC=1C=C(C=CC1C)N1CCNCC1 (1-(3,4-dimethylphenyl)piperazine), CCN(C(C)C)C(C)C (DIPEA). Product: C(C)(C)(C)N1N=C(C=C1C1=CC=C(C=C1)Cl)CCCN1CCN(CC1)C1=CC(=C(C=C1)C)C (1-(3-(1-tert-butyl-5-(4-chlorophenyl)-1H-pyrazol-3-yl)propyl)-4-(3,4-dimethylphenyl)piperazine). As a reaction SMILES: [C:1]([N:5]1[C:9]([C:10]2[CH:15]=[CH:14][C:13]([Cl:16])=[CH:12][CH:11]=2)=[CH:8][C:7]([CH2:17][CH2:18][CH:19]=O)=[N:6]1)([CH3:4])([CH3:3])[CH3:2].[CH3:21][C:22]1[CH:23]=[C:24]([N:29]2[CH2:34][CH2:33][NH:32][CH2:31][CH2:30]2)[CH:25]=[CH:26][C:27]=1[CH3:28].CCN(C(C)C)C(C)C.[BH-](OC(C)=O)(OC(C)=O)OC(C)=O.[Na+]>>[C:1]([N:5]1[C:9]([C:10]2[CH:15]=[CH:14][C:13]([Cl:16])=[CH:12][CH:11]=2)=[CH:8][C:7]([CH2:17][CH2:18][CH2:19][N:32]2[CH2:33][CH2:34][N:29]([C:24]3[CH:25]=[CH:26][C:27]([CH3:28])=[C:22]([CH3:21])[CH:23]=3)[CH2:30][CH2:31]2)=[N:6]1)([CH3:4])([CH3:3])[CH3:2] |f:3.4|. Procedure: 199 mg (87%) of target compound was obtained by using a method same as in Example 1 by using 3-(1-tert-butyl-5-(4-chlorophenyl)-1H-pyrazol-3-yl)propanal (80 mg, 0.275 mmol), 1-(3,4-dimethylphenyl)piperazine (52 mg, 0.275 mmol), DIPEA (0.072 mL, 0.413 mmol) and NaBH(OAc)3 (175 mg, 0.825 mmol).